Task: describe an organic reaction: reactants, conditions, products, and yield. Dataset: the Open Reaction Database (ORD), a public repository of structured organic reaction records Starting materials: COC(=O)C(NC(=O)OCc1ccccc1)P(=O)(OC)OC, C1CCOC1, O=Cc1ccc(C(F)(F)F)nc1. Yields the product COC(=O)C(=Cc1ccc(C(F)(F)F)nc1)NC(=O)OCc1ccccc1. Reaction SMILES: [CH2:13]([c:14]1[cH:15][cH:16][cH:17][cH:18][cH:19]1)[O:20][C:21](=[O:22])[NH:23][CH:24]([C:25](=[O:26])[O:27][CH3:28])[P:29]([O:30][CH3:31])([O:32][CH3:33])=[O:34].[CH2:35]1[O:36][CH2:37][CH2:38][CH2:39]1.[F:1][C:2]([c:3]1[cH:4][cH:5][c:6]([CH:9]=[O:10])[cH:7][n:8]1)([F:11])[F:12]>>[F:1][C:2]([c:3]1[cH:4][cH:5][c:6]([CH:9]=[C:24]([NH:23][C:21]([O:20][CH2:13][c:14]2[cH:15][cH:16][cH:17][cH:18][cH:19]2)=[O:22])[C:25](=[O:26])[O:27][CH3:28])[cH:7][n:8]1)([F:11])[F:12].